This data is from the Open Reaction Database (ORD), a public repository of structured organic reaction records. The task is: describe an organic reaction: reactants, conditions, products, and yield Reactants: Cc1c(C2CC2)nc2ccc([N+](=O)[O-])cn12, O=C(O)CCc1ccc(C(F)(F)F)cc1. Product: Cc1c(C2CC2)nc2ccc(NC(=O)CCc3ccc(C(F)(F)F)cc3)cn12. RXN SMILES: [CH:1]1([c:4]2[n:5][c:6]3[n:7]([cH:8][c:9]([N+:12]([O-:13])=[O:14])[cH:10][cH:11]3)[c:15]2[CH3:16])[CH2:2][CH2:3]1.[F:17][C:18]([c:19]1[cH:20][cH:21][c:22]([CH2:25][CH2:26][C:27](=[O:28])[OH:29])[cH:23][cH:24]1)([F:30])[F:31]>>[CH:1]1([c:4]2[n:5][c:6]3[n:7]([cH:8][c:9]([NH:12][C:27]([CH2:26][CH2:25][c:22]4[cH:21][cH:20][c:19]([C:18]([F:17])([F:30])[F:31])[cH:24][cH:23]4)=[O:28])[cH:10][cH:11]3)[c:15]2[CH3:16])[CH2:2][CH2:3]1. Reactants: COC(COC1=C2CCCOC2=C(C=C1C)SCC1=CC=C(C=C1)C1=NC=C(C=C1)C(F)(F)F)=O ({6-Methyl-8-[4-(5-trifluoromethyl-pyridine-2-yl)-benzylsulfanyl]-chroman-5-yloxy}-acetic acid methyl ester), [K+].[Br-] (KBr). Product: CC=1C(=C2CCCOC2=C(C1)SCC1=CC=C(C=C1)C1=NC=C(C=C1)C(F)(F)F)OCC(=O)O ({6-Methyl-8-[4-(5-trifluoromethyl-pyridine-2-yl)-benzylsulfanyl]-chroman-5-yloxy}-acetic acid). Reaction SMILES: C[O:2][C:3](=[O:35])[CH2:4][O:5][C:6]1[C:15]([CH3:16])=[CH:14][C:13]([S:17][CH2:18][C:19]2[CH:24]=[CH:23][C:22]([C:25]3[CH:30]=[CH:29][C:28]([C:31]([F:34])([F:33])[F:32])=[CH:27][N:26]=3)=[CH:21][CH:20]=2)=[C:12]2[C:7]=1[CH2:8][CH2:9][CH2:10][O:11]2.[K+].[Br-]>>[CH3:16][C:15]1[C:6]([O:5][CH2:4][C:3]([OH:35])=[O:2])=[C:7]2[C:12](=[C:13]([S:17][CH2:18][C:19]3[CH:20]=[CH:21][C:22]([C:25]4[CH:30]=[CH:29][C:28]([C:31]([F:34])([F:32])[F:33])=[CH:27][N:26]=4)=[CH:23][CH:24]=3)[CH:14]=1)[O:11][CH2:10][CH2:9][CH2:8]2 |f:1.2|. Reported procedure: The title compound was prepared in the manner analogous to Example 1 using 36A. mp 156-157° C.; IR (KBr) cm−1: 2928, 1731, 1710, 1603, 1329, 1113, 1082; 400 MHz 1H NMR (DMSO-d6): δ 12.84 (br(s), 1H), 8.97 (s, 1H), 8.22 (dd, 1H, J=8.4, 2.0 Hz), 8.12 (d, 1H, J=8.4 Hz), 8.04 (d, 2H, J=8.2 Hz), 7.42 (d, 2H, J=8.2 Hz), 6.88 (s, 1H), 4.29 (s, 2H), 4.05-4.14 (m, 4H), 2.64 (t, 2H, J=6.3 Hz), 2.04 (s, 3H), 1.81 (pentet, 2H); MS m/z 490 (M+1). Anal. Calc'd for C25H22F3NO4S: C, 61.34; H, 4.53; N, 2.86. fou... Reactants: C(#N)C1=NC=CC=C1 (2-cyanopyridine), [Na] (sodium), ClC=1C=C(C(=O)NN)C=CC1 (3-chlorobenzhyrazide). The solvent is CO (methanol), CO (methanol). Conditions: time 1 hour. Product: N1=C(C=CC=C1)C1=NNC(=N1)C1=CC(=CC=C1)Cl (3-(2-pyridyl)-5-(3-chlorophenyl)-1,2,4-triazole). Yield: 11.3%. RXN SMILES: [C:1]([C:3]1[CH:8]=[CH:7][CH:6]=[CH:5][N:4]=1)#[N:2].[Na].[Cl:10][C:11]1[CH:12]=[C:13]([CH:18]=[CH:19][CH:20]=1)[C:14]([NH:16][NH2:17])=O>CO>[N:4]1[CH:5]=[CH:6][CH:7]=[CH:8][C:3]=1[C:1]1[N:2]=[C:14]([C:13]2[CH:18]=[CH:19][CH:20]=[C:11]([Cl:10])[CH:12]=2)[NH:16][N:17]=1 |^1:8|. Procedure: Using the procedures of Browne et al., Aust. J. Chem., (1975) 28:2543-2546, a solution of 2-cyanopyridine (0.1 mL, 1.00 mmol) in methanol (5 mL) was treated with sodium metal (6.9 mg, 0.30 mmol) and stirred for at ambient temperature for 1 hour. After this time, a solution of 3-chlorobenzhyrazide (0.17 g, 1.0 mmol) in methanol (5 mL) was added and the resulting solution heated at reflux for 3 hours. The reaction mixture was concentrated in vacuo, and the resulting yellow solid (100 mg) dissolved... The reactants are COC(CC1=C(C=CC=C1)CNC(=O)OC(C)(C)C)=O ([2-(tert-butoxycarbonylamino-methyl)-phenyl]-acetic acid methyl ester), O.[OH-].[Li+] (lithium hydroxide monohydrate). Run in O1CCCC1 (tetrahydrofuran), O (H2O). Reaction conditions: time 8 hour. Yields the product C(C)(C)(C)OC(=O)NCC1=C(C=CC=C1)CC(=O)O ([2-(tert-butoxycarbonylamino-methyl)-phenyl]-acetic acid). Reaction SMILES: C[O:2][C:3](=[O:20])[CH2:4][C:5]1[CH:10]=[CH:9][CH:8]=[CH:7][C:6]=1[CH2:11][NH:12][C:13]([O:15][C:16]([CH3:19])([CH3:18])[CH3:17])=[O:14].O.[OH-].[Li+]>O1CCCC1.O>[C:16]([O:15][C:13]([NH:12][CH2:11][C:6]1[CH:7]=[CH:8][CH:9]=[CH:10][C:5]=1[CH2:4][C:3]([OH:20])=[O:2])=[O:14])([CH3:19])([CH3:17])[CH3:18] |f:1.2.3|. Reported procedure: To a stirring solution of 5a in tetrahydrofuran (0.3 M) at room temperature was added a solution of lithium hydroxide monohydrate (1.2 M) in H2O (0.4 M). The reaction was stirred at room temperature overnight. The tetrahydrofuran was removed under reduced pressure. The remaining aqueous phase was acidified with concentrated hydrochloric acid. The precipitated product was filtered off and dried to afford a white solid. (98%) 1H NMR (400 MHz, DMSO-d6) δ 12.34 (br s, 1H), 7.29 (m, 1H), 7.19 (m, 4H)... The reactants are C(=O)[O-].[NH4+] (Ammonium formate), ClC1=C(C=CC=2C(N(C(OC21)C)C)=O)OC=2C=C(C(=O)NC1=NN(C=C1)C)C=C(C2)O[C@H](COC)C (3-[(8-chloro-2,3-dimethyl-4-oxo-3,4-dihydro-2H-1,3-benzoxazin-7-yl)oxy]-5-{[(1S)-1-methyl-2-(methyloxy)ethyl]oxy}-N-(1-methyl-1H-pyrazol-3-yl)benzamide). The reagents and catalysts are [Pd] (palladium on carbon). Solvent: C(C)O (ethanol). Product: CC1OC2=C(C(N1C)=O)C=CC(=C2)OC=2C=C(C(=O)NC1=NN(C=C1)C)C=C(C2)O[C@H](COC)C (3-[(2,3-Dimethyl-4-oxo-3,4-dihydro-2H-1,3-benzoxazin-7-yl)oxy]-5-{[(1S)-1-methyl-2-(methyloxy)ethyl]oxy}-N-(1-methyl-1H-pyrazol-3-yl)benzamide). RXN SMILES: C([O-])=O.[NH4+].Cl[C:6]1[C:15]2[O:14][CH:13]([CH3:16])[N:12]([CH3:17])[C:11](=[O:18])[C:10]=2[CH:9]=[CH:8][C:7]=1[O:19][C:20]1[CH:21]=[C:22]([CH:32]=[C:33]([O:35][C@@H:36]([CH3:40])[CH2:37][O:38][CH3:39])[CH:34]=1)[C:23]([NH:25][C:26]1[CH:30]=[CH:29][N:28]([CH3:31])[N:27]=1)=[O:24]>C(O)C.[Pd]>[CH3:16][CH:13]1[N:12]([CH3:17])[C:11](=[O:18])[C:10]2[CH:9]=[CH:8][C:7]([O:19][C:20]3[CH:21]=[C:22]([CH:32]=[C:33]([O:35][C@@H:36]([CH3:40])[CH2:37][O:38][CH3:39])[CH:34]=3)[C:23]([NH:25][C:26]3[CH:30]=[CH:29][N:28]([CH3:31])[N:27]=3)=[O:24])=[CH:6][C:15]=2[O:14]1 |f:0.1|. Reported procedure: Ammonium formate (122 mg, 1.9 mmol) was added in one portion to a solution of 3-[(8-chloro-2,3-dimethyl-4-oxo-3,4-dihydro-2H-1,3-benzoxazin-7-yl)oxy]-5-{[(1S)-1-methyl-2-(methyloxy)ethyl]oxy}-N-(1-methyl-1H-pyrazol-3-yl)benzamide (100 mg, 0.19 mmol) in ethanol (3 mL). The reaction was blanketed with argon and 10% palladium on carbon (20 mg) was added. The mixture was heated to 140° C. for 10 minutes in a Smith Creator microwave after which complete conversion to desired product was observed. The... Starting materials: acid chloride, N[C@H]1CC2=C(C=CC=C2CC1)N1CCN(CC1)C ((R)-2-amino-8-(4-methylpiperazin-1-yl)-1,2,3,4-tetrahydronaphthalene), FC(S(=O)(=O)OC1=CC=C(C=C1)C(=O)O)(F)F (4-Carboxyphenyl trifluoromethanesulfonate), ice. Run in C(Cl)Cl (methylene chloride), C(Cl)Cl (methylene chloride), S(=O)(Cl)Cl (thionyl chloride). Reaction conditions: temperature 40 celsius, time 15 minute. The product is CN1CCN(CC1)C=1C=CC=C2CC[C@H](CC12)NC(C1=CC=C(C=C1)OS(=O)(=O)C(F)(F)F)=O ((R)-N-[8-(4-Methylpiperazin-1-yl)-1,2,3,4-tetrahydro-2-naphthyl]-4-trifluormethylsulfonyloxybenzamide). As a reaction SMILES: [F:1][C:2]([F:17])([F:16])[S:3]([O:6][C:7]1[CH:12]=[CH:11][C:10]([C:13]([OH:15])=O)=[CH:9][CH:8]=1)(=[O:5])=[O:4].[NH2:18][C@@H:19]1[CH2:28][CH2:27][C:26]2[C:21](=[C:22]([N:29]3[CH2:34][CH2:33][N:32]([CH3:35])[CH2:31][CH2:30]3)[CH:23]=[CH:24][CH:25]=2)[CH2:20]1>S(Cl)(Cl)=O.C(Cl)Cl>[CH3:35][N:32]1[CH2:33][CH2:34][N:29]([C:22]2[CH:23]=[CH:24][CH:25]=[C:26]3[C:21]=2[CH2:20][C@H:19]([NH:18][C:13](=[O:15])[C:10]2[CH:9]=[CH:8][C:7]([O:6][S:3]([C:2]([F:1])([F:17])[F:16])(=[O:4])=[O:5])=[CH:12][CH:11]=2)[CH2:28][CH2:27]3)[CH2:30][CH2:31]1. Procedure: 4-Carboxyphenyl trifluoromethanesulfonate (0.40 g, 1.5 mmol; described in: Looker, J. H.; Hayes, C. H.; Thatcher, D. N. J. Am. Chem. Soc. 1957, 79, 741-4) was dissolved in thionyl chloride (10 mL) and heated at 40° C. for 45 min. The excess of thionyl chloride was evaporated in vacuo, the residue was treated with toluene and again the solvent was removed in vacuo. The crude acid chloride (280 mg, 0.96 mmol) was dissolved in methylene chloride (5 mL) and added dropwise to an ice-cooled solution o... Reactants: C1CC12OCC(C2)CS(=O)(=O)[O-] ((4-oxaspiro[2.4]heptane-6-yl)methanesulfonate), NCCCO (3-aminopropan-1-ol), C1CCOC1 (THF). The product is C1CC12OCC(C2)NC(CC)O ((4-oxaspiro[2,4]heptane-6-yl)aminopropanol). Yield: 93.0%. RXN SMILES: [CH2:1]1[C:3]2([CH2:7][CH:6](CS([O-])(=O)=O)[CH2:5][O:4]2)[CH2:2]1.[NH2:13]CCCO.[CH2:18]1C[O:21][CH2:20][CH2:19]1>>[CH2:2]1[C:3]2([CH2:7][CH:6]([NH:13][CH:20]([OH:21])[CH2:19][CH3:18])[CH2:5][O:4]2)[CH2:1]1. Procedure: To a solution of (4-oxaspiro[2.4]heptane-6-yl)methanesulfonate (336 mg, 1.75 mmol) in dry THF (3 mL) was added 3-aminopropan-1-ol (656.3 mg, 8.75 mmol, TCI). The reaction was refluxed overnight. The mixture was concentrated in vacuo to give a brown residue, which was chromatographed with a silica gel column (8:1 (v/v) EtOAc/MeOH) to give the title compound as pale yellow oil (280 mg, 93%). As a reaction SMILES: [CH3:24][Si:25]([N-:26][Si:27]([CH3:28])([CH3:29])[CH3:30])([CH3:31])[CH3:32].[CH3:41][N:42]1[CH2:43][CH2:44][CH2:45][N:46]([CH3:47])[C:48]1=[O:49].[CH:34]1([CH:37]=[O:38])[CH2:35][CH2:36]1.[Cl-:39].[F:1][c:2]1[cH:3][cH:4][c:5]([CH2:6][NH:7][C:8](=[O:9])[c:10]2[c:11]([CH3:21])[n:12][c:13]([N:15]3[C:16](=[O:20])[CH2:17][CH2:18][CH2:19]3)[s:14]2)[cH:22][cH:23]1.[Li+:33].[NH4+:40].[O:50]1[CH2:51][CH2:52][CH2:53][CH2:54]1>>[F:1][c:2]1[cH:3][cH:4][c:5]([CH2:6][NH:7][C:8](=[O:9])[c:10]2[c:11]([CH3:21])[n:12][c:13]([N:15]3[C:16](=[O:20])[CH:17]([CH2:37][CH:34]4[CH2:35][CH2:36]4)[CH2:18][CH2:19]3)[s:14]2)[cH:22][cH:23]1. Product: Cc1nc(N2CCC(CC3CC3)C2=O)sc1C(=O)NCc1ccc(F)cc1. Starting materials: C[Si](C)(C)[N-][Si](C)(C)C, CN1CCCN(C)C1=O, O=CC1CC1, [Cl-], Cc1nc(N2CCCC2=O)sc1C(=O)NCc1ccc(F)cc1, [Li+], [NH4+], C1CCOC1. The reactants are [Al](C)(C)N ((CH3)2AlNH2), COP(OC)(=O)CCCOC=1C=C2C(=CN(C2=CC1)CC1=CC=CC=C1)CC(=O)OCC ([3-[[3-(2-Ethoxy-2-oxoethyl)-1-(phenylmethyl)-1H-indol-5-yl]oxy]propyl]phosphonic acid dimethyl ester), O (water), Cl (HCl). Run in C1=CC=CC=C1.C1(=CC=CC=C1)C (benzene toluene), C1(=CC=CC=C1)C (toluene). Reaction conditions: temperature 50 celsius. Product: COP(OC)(=O)CCCOC=1C=C2C(=CN(C2=CC1)CC1=CC=CC=C1)CC(=O)N ([3-[[3-(2-amino-2-oxoethyl)-1-(phenylmethyl)-1H-indol-5-yl]oxy]propyl]phosphonic acid dimethyl ester). Isolated yield 80.0%. RXN SMILES: [CH3:1][O:2][P:3]([CH2:7][CH2:8][CH2:9][O:10][C:11]1[CH:12]=[C:13]2[C:17](=[CH:18][CH:19]=1)[N:16]([CH2:20][C:21]1[CH:26]=[CH:25][CH:24]=[CH:23][CH:22]=1)[CH:15]=[C:14]2[CH2:27][C:28]([O:30]CC)=O)(=[O:6])[O:4][CH3:5].[Al]([NH2:36])(C)C.O.Cl>C1(C)C=CC=CC=1.C1C=CC=CC=1.C1(C)C=CC=CC=1>[CH3:1][O:2][P:3]([CH2:7][CH2:8][CH2:9][O:10][C:11]1[CH:12]=[C:13]2[C:17](=[CH:18][CH:19]=1)[N:16]([CH2:20][C:21]1[CH:26]=[CH:25][CH:24]=[CH:23][CH:22]=1)[CH:15]=[C:14]2[CH2:27][C:28]([NH2:36])=[O:30])(=[O:6])[O:4][CH3:5] |f:5.6|. Procedure details: [3-[[3-(2-Ethoxy-2-oxoethyl)-1-(phenylmethyl)-1H-indol-5-yl]oxy]propyl]phosphonic acid dimethyl ester (590 mg, 1.3 mmol) was dissolved in 40 mL of toluene and 10 mL of 0.67M (CH3)2AlNH2 in benzene/toluene were added. The mixture was heated at 50° C. for 3.25 hours and water and 1N HCl added. The mixture was extracted with a large volume of ethyl acetate and the organic layer was washed with brine, dried (Na2SO4) and concentrated at reduced pressure. The residue was chromatographed on silica gel ... Starting materials: C1(=CCCC1)O (cyclopentenol), C(C)(OC)([O-])[O-] (methyl orthoacetate). The product is C(CCCC)C=1[C@H](CCC1)CC(=O)OC ((+)-methyl (1R)-2-pentyl-2-cyclopentene-1-acetate). Reaction SMILES: [C:1]1(O)[CH2:5][CH2:4][CH2:3][CH:2]=1.[C:7]([O-:12])([O-])([O:9][CH3:10])[CH3:8]>>[CH2:3]([C:1]1[C@@H:5]([CH2:8][C:7]([O:9][CH3:10])=[O:12])[CH2:4][CH2:3][CH:2]=1)[CH2:2][CH2:1][CH2:5][CH3:4]. Reported procedure: Process according to claim 8, wherein said cyclopentenol is reacted with methyl orthoacetate in the presence of pyvalic acid to provide (+)-methyl (1R)-2-pentyl-2-cyclopentene-1-acetate.